From a dataset of the Open Reaction Database (ORD), a public repository of structured organic reaction records. describe an organic reaction: reactants, conditions, products, and yield Product: ClC1=CC(=C(C=C1)CCNC)[N+](=O)[O-] ([2-(4-Chloro-2-nitro-phenyl)-ethyl]-methyl-amine). Run in C1CCOC1 (THF). As a reaction SMILES: [CH3:1][NH2:2].Br[CH2:4][CH2:5][C:6]1[CH:11]=[CH:10][C:9]([Cl:12])=[CH:8][C:7]=1[N+:13]([O-:15])=[O:14]>C1COCC1>[Cl:12][C:9]1[CH:10]=[CH:11][C:6]([CH2:5][CH2:4][NH:2][CH3:1])=[C:7]([N+:13]([O-:15])=[O:14])[CH:8]=1. Starting materials: CN (methyl amine), BrCCC1=C(C=C(C=C1)Cl)[N+](=O)[O-] (1-(2-bromo-ethyl)-4-chloro-2-nitro-benzene). Procedure details: To a solution of methyl amine in THF (2 M, 200 mL) was added 1-(2-bromo-ethyl)-4-chloro-2-nitro-benzene (17.5 g, 0.066 mole) in a pressure bottle, the reaction mixture was stirred at 60° C. overnight and the solvent was removed. The solid residue was treated with sodium hydroxide (1 N, 100 mL) and the aqueous extracted with methylene chloride (2×100 mL). The combined organic layers were washed with water (100 mL), saturated sodium chloride (100 mL), dried (sodium sulfate) and concentrated to pro... Reaction conditions: temperature 60 celsius, time 8 hour. Reactants: C(C(=O)Cl)(=O)Cl (oxalyl chloride), C(C(=O)Cl)(=O)Cl (oxalyl chloride), C(CC)C=1N(C2=C(C=NC=3C=CC=NC23)N1)CCCCCC(=O)O (6-(2-propyl-1H-imidazo[4,5-c][1,5]naphthyridin-1-yl]hexanoic acid). Reagents/catalysts: CN(C)C=O (DMF). Run in ClCCl (dichloromethane), ClCCl (dichloromethane). Reaction conditions: time 1.75 hour. The product is C(CC)C=1N(C2=C(C=NC=3C=CC=NC23)N1)CCCCCC(=O)Cl (6-(2-propyl-1H-imidazo[4,5-c][1,5]naphthyridin-1-yl]hexanoyl chloride). Reaction SMILES: [C:1](Cl)(=O)[C:2]([Cl:4])=[O:3].[CH2:7]([C:10]1[N:11]([CH2:23][CH2:24][CH2:25][CH2:26]CC(O)=O)[C:12]2[C:21]3[N:20]=[CH:19][CH:18]=[CH:17][C:16]=3[N:15]=[CH:14][C:13]=2[N:22]=1)[CH2:8][CH3:9]>ClCCl.CN(C=O)C>[CH2:7]([C:10]1[N:11]([CH2:23][CH2:24][CH2:25][CH2:26][CH2:1][C:2]([Cl:4])=[O:3])[C:12]2[C:21]3[N:20]=[CH:19][CH:18]=[CH:17][C:16]=3[N:15]=[CH:14][C:13]=2[N:22]=1)[CH2:8][CH3:9]. Procedure details: A solution of oxalyl chloride (2.04 mL, 23.4 mmol) in dichloromethane (15 mL) was added dropwise to a suspension of 6-(2-propyl-1H-imidazo[4,5-c][1,5]naphthyridin-1-yl]hexanoic acid (2.56 g, 7.8 mmol) in dichloromethane (38 mL) containing one drop of DMF. The reaction mixture was stirred at ambient temperature for 1.75 hours, and then additional oxalyl chloride (0.35 mL, 4.1 mmol) was added. The reaction was stirred for an additional 45 minutes and then concentrated under reduced pressure to pro... Starting materials: esters, FC1=C(C=C(CN2[C@H](CCCC2)C(=O)NC2(CC2)C2=CC=C(C(=O)OC)C=C2)C=C1)C(F)(F)F ((R)-methyl 4-(1-(1-(4-fluoro-3-(trifluoromethyl)benzyl)piperidine-2-carboxamido)cyclopropyl)benzoate), O[Li].O (LiOH H2O). The product is FC1=C(C=C(CN2[C@H](CCCC2)C(=O)NC2(CC2)C2=CC=C(C(=O)[O-])C=C2)C=C1)C(F)(F)F.[Li+] (lithium (R)-4-(1-(1-(4-fluoro-3-(trifluoromethyl)benzyl)piperidine-2-carboxamido)cyclopropyl)benzoate). Reaction SMILES: [F:1][C:2]1[CH:30]=[CH:29][C:5]([CH2:6][N:7]2[CH2:12][CH2:11][CH2:10][CH2:9][C@@H:8]2[C:13]([NH:15][C:16]2([C:19]3[CH:28]=[CH:27][C:22]([C:23]([O:25]C)=[O:24])=[CH:21][CH:20]=3)[CH2:18][CH2:17]2)=[O:14])=[CH:4][C:3]=1[C:31]([F:34])([F:33])[F:32].O[Li:36].O>>[F:1][C:2]1[CH:30]=[CH:29][C:5]([CH2:6][N:7]2[CH2:12][CH2:11][CH2:10][CH2:9][C@@H:8]2[C:13]([NH:15][C:16]2([C:19]3[CH:28]=[CH:27][C:22]([C:23]([O-:25])=[O:24])=[CH:21][CH:20]=3)[CH2:18][CH2:17]2)=[O:14])=[CH:4][C:3]=1[C:31]([F:34])([F:32])[F:33].[Li+:36] |f:1.2,3.4|. Procedure: The title compound (E13) (11.1 mg) was prepared according to the general procedure for esters hydrolysis starting from (R)-methyl 4-(1-(1-(4-fluoro-3-(trifluoromethyl)benzyl)piperidine-2-carboxamido)cyclopropyl)benzoate (D30) (35 mg). (LiOH H2O: 3 eq; reaction time: 3 hrs)